From a dataset of the Open Reaction Database (ORD), a public repository of structured organic reaction records. describe an organic reaction: reactants, conditions, products, and yield Reactants: ClC1=CC=CC=2N1C=C(N2)COC2=NC=CC(=C2)CN2N=C(C(=C2)CCC(=O)OCC)OCC (ethyl 3-[1-[2-(5-chloroimidazo[1,2-a]pyridin-2-ylmethoxy)-4-pyridylmethyl]-3-ethoxy-1H-pyrazol-4-yl]propionate), C1(=CC=CC=C1)B(O)O (phenylboronic acid), C([O-])([O-])=O.[Na+].[Na+] (sodium carbonate), C(C)O (ethanol). The reagents and catalysts are C=1C=CC(=CC1)[P](C=2C=CC=CC2)(C=3C=CC=CC3)[Pd]([P](C=4C=CC=CC4)(C=5C=CC=CC5)C=6C=CC=CC6)([P](C=7C=CC=CC7)(C=8C=CC=CC8)C=9C=CC=CC9)[P](C=1C=CC=CC1)(C=1C=CC=CC1)C=1C=CC=CC1 (tetrakis(triphenylphosphine)palladium). Solvent: C1(=CC=CC=C1)C (toluene), O (water), O (water). Product: C(C)OC1=NN(C=C1CCC(=O)OCC)CC1=CC(=NC=C1)OCC=1N=C2N(C(=CC=C2)C2=CC=CC=C2)C1 (ethyl 3-[3-ethoxy-1-[2-(5-phenylimidazo[1,2-a]pyridin-2-ylmethoxy)-4-pyridylmethyl]-1H-pyrazol-4-yl]propionate). The yield is 98.9%. RXN SMILES: Cl[C:2]1[N:7]2[CH:8]=[C:9]([CH2:11][O:12][C:13]3[CH:18]=[C:17]([CH2:19][N:20]4[CH:24]=[C:23]([CH2:25][CH2:26][C:27]([O:29][CH2:30][CH3:31])=[O:28])[C:22]([O:32][CH2:33][CH3:34])=[N:21]4)[CH:16]=[CH:15][N:14]=3)[N:10]=[C:6]2[CH:5]=[CH:4][CH:3]=1.[C:35]1(B(O)O)[CH:40]=[CH:39][CH:38]=[CH:37][CH:36]=1.C(=O)([O-])[O-].[Na+].[Na+].C(O)C>C1C=CC([P]([Pd]([P](C2C=CC=CC=2)(C2C=CC=CC=2)C2C=CC=CC=2)([P](C2C=CC=CC=2)(C2C=CC=CC=2)C2C=CC=CC=2)[P](C2C=CC=CC=2)(C2C=CC=CC=2)C2C=CC=CC=2)(C2C=CC=CC=2)C2C=CC=CC=2)=CC=1.O.C1(C)C=CC=CC=1>[CH2:33]([O:32][C:22]1[C:23]([CH2:25][CH2:26][C:27]([O:29][CH2:30][CH3:31])=[O:28])=[CH:24][N:20]([CH2:19][C:17]2[CH:16]=[CH:15][N:14]=[C:13]([O:12][CH2:11][C:9]3[N:10]=[C:6]4[CH:5]=[CH:4][CH:3]=[C:2]([C:35]5[CH:40]=[CH:39][CH:38]=[CH:37][CH:36]=5)[N:7]4[CH:8]=3)[CH:18]=2)[N:21]=1)[CH3:34] |f:2.3.4,^1:56,58,77,96|. Procedure: A mixture of ethyl 3-[1-[2-(5-chloroimidazo[1,2-a]pyridin-2-ylmethoxy)-4-pyridylmethyl]-3-ethoxy-1H-pyrazol-4-yl]propionate (968 mg), phenylboronic acid (280 mg), tetrakis(triphenylphosphine)palladium (57.8 mg), sodium carbonate (488 mg), ethanol (3 ml), water (3 ml) and toluene (15 ml) was refluxed overnight under an argon atmosphere. The reaction mixture was poured into water and extracted with ethyl acetate. The ethyl acetate layer was washed with saturated aqueous sodium chloride solution, d... Starting materials: C=C1CC(=O)O1 (diketene), N1=CC(=CC=C1)CC1=CC=C(C=C1)/C=C/COCCO (2-[(E)-3-[4-(pyridin-3-ylmethyl)phenyl]allyloxy]ethanol). Reagents/catalysts: C(C)N(CC)CC (triethylamine). The solvent is O1CCCC1 (tetrahydrofuran), O1CCCC1 (tetrahydrofuran). Product: C(CC(=O)C)(=O)OCCOC\C=C\C1=CC=C(C=C1)CC=1C=NC=CC1 (2-[(E)-3-[4-(pyridin-3-ylmethyl)phenyl]allyloxy]ethyl acetoacetate). Yield: 72.0%. As a reaction SMILES: [N:1]1[CH:6]=[CH:5][CH:4]=[C:3]([CH2:7][C:8]2[CH:13]=[CH:12][C:11](/[CH:14]=[CH:15]/[CH2:16][O:17][CH2:18][CH2:19][OH:20])=[CH:10][CH:9]=2)[CH:2]=1.[CH2:21]=[C:22]1[O:26][C:24](=[O:25])[CH2:23]1>O1CCCC1.C(N(CC)CC)C>[C:24]([O:20][CH2:19][CH2:18][O:17][CH2:16]/[CH:15]=[CH:14]/[C:11]1[CH:12]=[CH:13][C:8]([CH2:7][C:3]2[CH:2]=[N:1][CH:6]=[CH:5][CH:4]=2)=[CH:9][CH:10]=1)(=[O:25])[CH2:23][C:22]([CH3:21])=[O:26]. Reported procedure: In 50 ml of tetrahydrofuran was dissolved 5.4 g of 2-[(E)-3-[4-(pyridin-3-ylmethyl)phenyl]allyloxy]ethanol, and one drop of triethylamine was added to the resulting solution. To this solution was dropwise added a mixture of 1.8 g of diketene and 4 ml of tetrahydrofuran under reflux over one hour, and then the resulting mixture was subjected to reaction at the same temperature for a further 30 minutes. Subsequently, the solvent was removed by distillation under reduced pressure, and the residue t...